This data is from the Open Reaction Database (ORD), a public repository of structured organic reaction records. The task is: describe an organic reaction: reactants, conditions, products, and yield The reactants are C(C1=CC=CC=C1)ONC(CC(CC(C)C)C(N[C@@H]1C(NCCCCCCCN2C=3C=CC=CC3C(C1)=C2)=O)=O)=O ((11S)-N-benzyloxy-5-methyl-3-(10-oxo-1,9-diazatricyclo-[11.6.1.014,19 ]eicosa-13(20),14(19),15,17-tetraen-11-ylcarbamoyl)hexanamide), [H][H] (hydrogen). The reagents and catalysts are [Pd] (palladium on charcoal). Solvent: C(C)O.O1CCCC1 (ethanol tetrahydrofuran). Reaction conditions: time 3 hour. Yields the product ONC(CC(CC(C)C)C(N[C@@H]1C(NCCCCCCCN2C=3C=CC=CC3C(C1)=C2)=O)=O)=O ((11S)-N-hydroxy-5-methyl-3-(10-oxo-1,9-diazatricyclo-[11.6.1.014,19 ]eicosa-13(20),14(19),15,17-tetraen-11-ylcarbamoyl)hexanamide). RXN SMILES: C([O:8][NH:9][C:10](=[O:41])[CH2:11][CH:12]([C:17](=[O:40])[NH:18][C@H:19]1[CH2:37][C:36]2=[CH:38][N:29]([C:30]3[CH:31]=[CH:32][CH:33]=[CH:34][C:35]=32)[CH2:28][CH2:27][CH2:26][CH2:25][CH2:24][CH2:23][CH2:22][NH:21][C:20]1=[O:39])[CH2:13][CH:14]([CH3:16])[CH3:15])C1C=CC=CC=1.[H][H]>C(O)C.O1CCCC1.[Pd]>[OH:8][NH:9][C:10](=[O:41])[CH2:11][CH:12]([C:17](=[O:40])[NH:18][C@H:19]1[CH2:37][C:36]2=[CH:38][N:29]([C:30]3[CH:31]=[CH:32][CH:33]=[CH:34][C:35]=32)[CH2:28][CH2:27][CH2:26][CH2:25][CH2:24][CH2:23][CH2:22][NH:21][C:20]1=[O:39])[CH2:13][CH:14]([CH3:16])[CH3:15] |f:2.3|. Procedure details: To a solution of the more polar stereoisomer of (11S)-N-benzyloxy-5-methyl-3-(10-oxo-1,9-diazatricyclo-[11.6.1.014,19 ]eicosa-13(20),14(19),15,17-tetraen-11-ylcarbamoyl)hexanamide (90 mg) in ethanol/tetrahydrofuran (350 mL; 2:1) was added 10% palladium on charcoal (30 mg). The material was stirred with a constant stream of hydrogen gas bubbling through it. After 3 hours TLC (10% CH3OH/CH2Cl2) showed the reaction was complete. The material was filtered through a bed of celite (3X) and concentrate... Starting materials: C(C)N(CCNC(=O)C1=C(NC(=C1C)C=O)C)CC (5-Formyl-2,4-dimethyl-1H-pyrrole-3-carboxylic acid (2-diethylaminoethyl)-amide), N1CCCC1 (pyrrolidine), FC=1C=C2CC(NC2=CC1)=O (5-Fluoro-2-oxindole), O1CCCC1 (tetrahydrofuran). The solvent is O1CCOCC1 (1,4-dioxane). Product: CCN(CC)CCNC(=O)C1=C(NC(=C1C)/C=C\2/C3=C(C=CC(=C3)F)NC2=O)C (Sunitinib base). Reaction SMILES: [CH2:1]([N:3]([CH2:18][CH3:19])[CH2:4][CH2:5][NH:6][C:7]([C:9]1[C:13]([CH3:14])=[C:12]([CH:15]=O)[NH:11][C:10]=1[CH3:17])=[O:8])[CH3:2].[F:20][C:21]1[CH:22]=[C:23]2[C:27](=[CH:28][CH:29]=1)[NH:26][C:25](=[O:30])[CH2:24]2.O1CCCC1.N1CCCC1>O1CCOCC1>[CH3:2][CH2:1][N:3]([CH2:4][CH2:5][NH:6][C:7]([C:9]1[C:13]([CH3:14])=[C:12](/[CH:15]=[C:24]2/[C:23]3[CH:22]=[C:21]([F:20])[CH:29]=[CH:28][C:27]=3[NH:26][C:25]/2=[O:30])[NH:11][C:10]=1[CH3:17])=[O:8])[CH2:18][CH3:19]. Procedure details: According to the process of the present invention, 5-Formyl-2,4-dimethyl-1H-pyrrole-3-carboxylic acid (2-diethylaminoethyl)-amide (IX) and 5-Fluoro-1,3-dihydro-indol-2-one (X) in dipolar aprotic solvents like tetrahydrofuran, 1,4-dioxane is reacted in presence of catalytic amount of pyrrolidine as base at reflux temperature for 6-15 hours. The resultant Sunitinib base is again triturated with the same solvent at reflux temperature for 1-2 hours and isolated at a temperature ranging from 20-45° C... The reactants are C=C(C)C1CCC(C)CC1O, CO, ClCCl, O, O=[O+][O-]. Yields the product CC(=O)C1CCC(C)CC1O. RXN SMILES: [C:1](=[CH2:2])([CH3:3])[CH:4]1[CH:5]([OH:11])[CH2:6][CH:7]([CH3:10])[CH2:8][CH2:9]1.[CH3:19][OH:20].[Cl:16][CH2:17][Cl:18].[O:12].[O:13]=[O+:14][O-:15]>>[C:1]([CH3:2])([CH:4]1[CH:5]([OH:11])[CH2:6][CH:7]([CH3:10])[CH2:8][CH2:9]1)=[O:13]. Starting materials: C(C)OC(=O)C=1C(=C2C(=C(N1)C#N)N(C(=C2Br)C2=CC=C(C=C2)F)C2=CC=CC=C2)O (3-bromo-7-cyano-2-(4-fluoro-phenyl)-4-hydroxy-1-phenyl-1H-pyrrolo[2,3-c]pyridine-5-carboxylic acid ethyl ester), C(=O)[O-].[NH4+] (ammonium formate). The reagents and catalysts are [Pd] (Pd/C). Product: C(C)OC(=O)C=1C(=C2C(=C(N1)C#N)N(C(=C2)C2=CC=C(C=C2)F)C2=CC=CC=C2)O (7-Cyano-2-(4-fluoro-phenyl)-4-hydroxy-1-phenyl-1H-pyrrolo[2,3-c]pyridine-5-carboxylic acid ethyl ester). RXN SMILES: [CH2:1]([O:3][C:4]([C:6]1[C:7]([OH:31])=[C:8]2[C:16](Br)=[C:15]([C:18]3[CH:23]=[CH:22][C:21]([F:24])=[CH:20][CH:19]=3)[N:14]([C:25]3[CH:30]=[CH:29][CH:28]=[CH:27][CH:26]=3)[C:9]2=[C:10]([C:12]#[N:13])[N:11]=1)=[O:5])[CH3:2].C([O-])=O.[NH4+]>[Pd]>[CH2:1]([O:3][C:4]([C:6]1[C:7]([OH:31])=[C:8]2[CH:16]=[C:15]([C:18]3[CH:23]=[CH:22][C:21]([F:24])=[CH:20][CH:19]=3)[N:14]([C:25]3[CH:26]=[CH:27][CH:28]=[CH:29][CH:30]=3)[C:9]2=[C:10]([C:12]#[N:13])[N:11]=1)=[O:5])[CH3:2] |f:1.2|. Reported procedure: Prepared in analogy to that of Example 6(a) from 3-bromo-7-cyano-2-(4-fluoro-phenyl)-4-hydroxy-1-phenyl-1H-pyrrolo[2,3-c]pyridine-5-carboxylic acid ethyl ester, ammonium formate and Pd/C. The title compound, ESI MS (m/z): 402 (M+H)+. Reactants: C[S-], COc1cc(F)c(F)cc1OC, [Na+], CN(C)C=O. The product is COc1cc(F)c(F)cc1O. Reaction SMILES: [CH3:1][S-:2].[F:4][c:5]1[c:6]([F:15])[cH:7][c:8]([O:13][CH3:14])[c:9]([O:11][CH3:12])[cH:10]1.[Na+:3].[O:16]=[CH:17][N:18]([CH3:19])[CH3:20]>>[F:4][c:5]1[c:6]([F:15])[cH:7][c:8]([OH:13])[c:9]([O:11][CH3:12])[cH:10]1.